From a dataset of the Open Reaction Database (ORD), a public repository of structured organic reaction records. describe an organic reaction: reactants, conditions, products, and yield As a reaction SMILES: [Cl:1][CH2:2][c:3]1[cH:4][c:5]([O:12][CH2:13][c:14]2[cH:15][cH:16][cH:17][cH:18][cH:19]2)[c:6]([O:10][CH3:11])[c:7]([F:9])[cH:8]1.[K:20][C:21]#[N:22].[O:23]=[CH:24][N:25]([CH3:26])[CH3:27]>>[CH2:2]([c:3]1[cH:4][c:5]([O:12][CH2:13][c:14]2[cH:15][cH:16][cH:17][cH:18][cH:19]2)[c:6]([O:10][CH3:11])[c:7]([F:9])[cH:8]1)[C:21]#[N:22]. Reactants: COc1c(F)cc(CCl)cc1OCc1ccccc1, N#C[K], CN(C)C=O. Yields the product COc1c(F)cc(CC#N)cc1OCc1ccccc1. Starting materials: N[C@H](C(=O)O)CCCCN(C[C@@H](CCNC(=O)OCC1=CC=CC=C1)OC1OCCCC1)C(=O)OCC1=CC=CC=C1 ((2S,9R)-2-Amino-11-[(benzyloxycarbonyl)amino]-7-(carbobenzyloxy)-9-(tetrahydropyran-2-yloxy)-7-azaundecanoic Acid), N[C@H](C(=O)O)CCCCN(C[C@H](CCNC(=O)OCC1=CC=CC=C1)O)C(=O)OCC1=CC=CC=C1 ((2S,9S)-2-Amino-11-[(benzyloxycarbonyl)amino]-7-(carbobenzyloxy)-9-hydroxy-7-azaundecanoic Acid), FC(C(=O)O)(F)F (trifluoroacetic acid), O1CCCC=C1 (3,4-dihydro-2H-pyran). Solvent: C(Cl)Cl (CH2Cl2). The product is N[C@H](C(=O)O)CCCCN(C[C@H](CCNC(=O)OCC1=CC=CC=C1)OC1OCCCC1)C(=O)OCC1=CC=CC=C1 ((2S,9S)-2-Amino-11-[(benzyloxycarbonyl)amino]-7-(carbobenzyloxy)-9-(tetrahydropyran-2-yloxy)-7-azaundecanoic Acid). Yield: 58.0%. As a reaction SMILES: [NH2:1][C@@H:2]([CH2:6][CH2:7][CH2:8][CH2:9][N:10]([C:33]([O:35][CH2:36][C:37]1[CH:42]=[CH:41][CH:40]=[CH:39][CH:38]=1)=[O:34])[CH2:11][C@H:12]([O:26][CH:27]1[CH2:32][CH2:31][CH2:30][CH2:29][O:28]1)[CH2:13][CH2:14][NH:15][C:16]([O:18][CH2:19][C:20]1[CH:25]=[CH:24][CH:23]=[CH:22][CH:21]=1)=[O:17])[C:3]([OH:5])=[O:4].N[C@@H](CCCCN(C(OCC1C=CC=CC=1)=O)C[C@@H](O)CCNC(OCC1C=CC=CC=1)=O)C(O)=O.FC(F)(F)C(O)=O.O1C=CCCC1>C(Cl)Cl>[NH2:1][C@@H:2]([CH2:6][CH2:7][CH2:8][CH2:9][N:10]([C:33]([O:35][CH2:36][C:37]1[CH:38]=[CH:39][CH:40]=[CH:41][CH:42]=1)=[O:34])[CH2:11][C@@H:12]([O:26][CH:27]1[CH2:32][CH2:31][CH2:30][CH2:29][O:28]1)[CH2:13][CH2:14][NH:15][C:16]([O:18][CH2:19][C:20]1[CH:21]=[CH:22][CH:23]=[CH:24][CH:25]=1)=[O:17])[C:3]([OH:5])=[O:4]. Reported procedure: According to the method described for the preparation of 18a, 17b (37 mg, 73.8 μmol) was reacted with trifluoroacetic acid (17 mg, 0.15 mmol) and 3,4-dihydro-2H-pyran (46 mg, 50 μL, 0.55 mmol) in CH2Cl2 (2 mL) to give 18b (25 mg, 58%) as a colorless oil: 1H NMR δ 1.26-1.96 (m, 14H), 3.02-4.04 (m, 10H), 4.32-4.63 (m, 1H), 5.06 (s, 2H), 5.11 (s br, 2H), 7.22-7.40 (m, 10H); HRMS m/z calcd for C31H44N3O8 586.3128, found 586.3137. The reactants are CCOCC, CN(C)c1cccc2cccc(N(C)C)c12, CN1CCOc2ccc3c(ccn3S(=O)(=O)c3ccccc3)c2C1, CC(Cl)OC(=O)Cl, ClCCl, Cl. Yields the product O=S(=O)(c1ccccc1)n1ccc2c3c(ccc21)OCCNC3. RXN SMILES: [CH2:49]([O:50][CH2:51][CH3:52])[CH3:53].[CH3:32][N:33]([CH3:34])[c:35]1[c:36]2[c:37]([cH:38][cH:39][cH:40][c:41]2[N:42]([CH3:43])[CH3:44])[cH:45][cH:46][cH:47]1.[CH3:8][N:9]1[CH2:10][CH2:11][O:12][c:13]2[c:14]([c:15]3[cH:16][cH:17][n:18]([S:22](=[O:23])(=[O:24])[c:25]4[cH:26][cH:27][cH:28][cH:29][cH:30]4)[c:19]3[cH:20][cH:21]2)[CH2:31]1.[Cl:1][C:2]([O:3][CH:4]([Cl:5])[CH3:6])=[O:7].[Cl:54][CH2:55][Cl:56].[ClH:48]>>[NH:9]1[CH2:10][CH2:11][O:12][c:13]2[c:14]([c:15]3[cH:16][cH:17][n:18]([S:22](=[O:23])(=[O:24])[c:25]4[cH:26][cH:27][cH:28][cH:29][cH:30]4)[c:19]3[cH:20][cH:21]2)[CH2:31]1. Yields the product FC1=C(C=CC(=C1)F)C1=CC(=CC=2CC(OC21)CNC)C2=CC=CC=C2 ((±)-{[7-(2,4-difluorophenyl)-5-phenyl-2,3-dihydro-1-benzofuran-2-yl]methyl}methylamine). Procedure: The title compound was prepared (0.047 g, 59%) following the general procedure of Example 390 as a white solid, hydrochloride salt from (±)-{[7-(2,4-difluorophenyl)-5-phenyl-2,3-dihydro-1-benzofuran-2-yl]methyl}4-methylbenzenesulfonate (0.10 g, 0.20 mmol) and methylamine (0.30 g, 9.8 mmol). mp 188-191° C. As a reaction SMILES: [F:1][C:2]1[CH:7]=[C:6]([F:8])[CH:5]=[CH:4][C:3]=1[C:9]1[C:17]2[O:16][CH:15]([CH2:18]OS(C3C=CC(C)=CC=3)(=O)=O)[CH2:14][C:13]=2[CH:12]=[C:11]([C:30]2[CH:35]=[CH:34][CH:33]=[CH:32][CH:31]=2)[CH:10]=1.[CH3:36][NH2:37]>>[F:1][C:2]1[CH:7]=[C:6]([F:8])[CH:5]=[CH:4][C:3]=1[C:9]1[C:17]2[O:16][CH:15]([CH2:18][NH:37][CH3:36])[CH2:14][C:13]=2[CH:12]=[C:11]([C:30]2[CH:35]=[CH:34][CH:33]=[CH:32][CH:31]=2)[CH:10]=1. Reactants: hydrochloride salt, FC1=C(C=CC(=C1)F)C1=CC(=CC=2CC(OC21)COS(=O)(=O)C2=CC=C(C=C2)C)C2=CC=CC=C2 ((±)-{[7-(2,4-difluorophenyl)-5-phenyl-2,3-dihydro-1-benzofuran-2-yl]methyl}4-methylbenzenesulfonate), CN (methylamine). The reactants are CC(C)(C)C#CC=CCBr, NCCc1cccc(Br)c1, CN(C)C=O, [Na+], [Na+], O=C([O-])[O-]. Product: CN(CC=CC#CC(C)(C)C)Cc1cccc(Br)c1. RXN SMILES: [Br:17][CH2:18][CH:19]=[CH:20][C:21]#[C:22][C:23]([CH3:24])([CH3:25])[CH3:26].[Br:1][c:2]1[cH:3][c:4]([CH2:5][CH2:6][NH2:7])[cH:8][cH:9][cH:10]1.[CH3:27][N:28]([CH3:29])[CH:30]=[O:31].[Na+:11].[Na+:12].[O-:13][C:14](=[O:15])[O-:16]>>[Br:1][c:2]1[cH:3][c:4]([CH2:5][N:28]([CH2:18][CH:19]=[CH:20][C:21]#[C:22][C:23]([CH3:24])([CH3:25])[CH3:26])[CH3:27])[cH:8][cH:9][cH:10]1. Reactants: C1CCOC1, CCCCCC(Oc1ccc(OCC(=O)OCC)c(C)c1)c1cccc(-c2ccc(C(F)(F)F)cc2)n1, CO, [Na+], [OH-]. Yields the product CCCCCC(Oc1ccc(OCC(=O)O)c(C)c1)c1cccc(-c2ccc(C(F)(F)F)cc2)n1. RXN SMILES: [CH2:42]1[O:43][CH2:44][CH2:45][CH2:46]1.[CH3:1][c:2]1[c:3]([O:31][CH2:32][C:33](=[O:34])[O:35][CH2:36][CH3:37])[cH:4][cH:5][c:6]([O:8][CH:9]([CH2:10][CH2:11][CH2:12][CH2:13][CH3:14])[c:15]2[n:16][c:17](-[c:21]3[cH:22][cH:23][c:24]([C:27]([F:28])([F:29])[F:30])[cH:25][cH:26]3)[cH:18][cH:19][cH:20]2)[cH:7]1.[CH3:40][OH:41].[Na+:39].[OH-:38]>>[CH3:1][c:2]1[c:3]([O:31][CH2:32][C:33](=[O:34])[OH:35])[cH:4][cH:5][c:6]([O:8][CH:9]([CH2:10][CH2:11][CH2:12][CH2:13][CH3:14])[c:15]2[n:16][c:17](-[c:21]3[cH:22][cH:23][c:24]([C:27]([F:28])([F:29])[F:30])[cH:25][cH:26]3)[cH:18][cH:19][cH:20]2)[cH:7]1.